Dataset: the Open Reaction Database (ORD), a public repository of structured organic reaction records. Task: describe an organic reaction: reactants, conditions, products, and yield The reactants are CC(=O)C(CCCCCCC(=O)OCc1ccccc1)CCCC(O)COCc1ccccc1, CCOC(=O)CCCCCCC(CCCC(O)COc1ccc(F)cc1)C(C)=O. The product is CC(=O)C(CCCCCCC(=O)O)CCCC(O)COCc1ccccc1. Reaction SMILES: [C:1]([CH3:2])(=[O:3])[CH:4]([CH2:5][CH2:6][CH2:7][CH2:8][CH2:9][CH2:10][C:11](=[O:12])[O:13][CH2:14][c:15]1[cH:16][cH:17][cH:18][cH:19][cH:20]1)[CH2:21][CH2:22][CH2:23][CH:24]([CH2:25][O:26][CH2:27][c:28]1[cH:29][cH:30][cH:31][cH:32][cH:33]1)[OH:34].[C:35]([CH:36]([CH2:37][CH2:38][CH2:39][CH:40]([OH:41])[CH2:42][O:43][c:44]1[cH:45][cH:46][c:47]([F:48])[cH:49][cH:50]1)[CH2:51][CH2:52][CH2:53][CH2:54][CH2:55][CH2:56][C:57]([O:58][CH2:59][CH3:60])=[O:61])(=[O:62])[CH3:63]>>[C:1]([CH3:2])(=[O:3])[CH:4]([CH2:5][CH2:6][CH2:7][CH2:8][CH2:9][CH2:10][C:11](=[O:12])[OH:13])[CH2:21][CH2:22][CH2:23][CH:24]([CH2:25][O:26][CH2:27][c:28]1[cH:29][cH:30][cH:31][cH:32][cH:33]1)[OH:34].